Dataset: the Open Reaction Database (ORD), a public repository of structured organic reaction records. Task: describe an organic reaction: reactants, conditions, products, and yield The reactants are O=C(Cl)c1cccc([N+](=O)[O-])c1, Nc1nc(C(Cl)(Cl)Cl)ns1, Cc1ccccc1C. The product is O=C(Nc1nc(C(Cl)(Cl)Cl)ns1)c1cccc([N+](=O)[O-])c1. Reaction SMILES: [N+:11](=[O:12])([O-:13])[c:14]1[cH:15][c:16]([C:17](=[O:18])[Cl:19])[cH:20][cH:21][cH:22]1.[NH2:1][c:2]1[n:3][c:4]([C:7]([Cl:8])([Cl:9])[Cl:10])[n:5][s:6]1.[c:23]1([CH3:24])[c:25]([CH3:26])[cH:27][cH:28][cH:29][cH:30]1>>[NH:1]([c:2]1[n:3][c:4]([C:7]([Cl:8])([Cl:9])[Cl:10])[n:5][s:6]1)[C:17]([c:16]1[cH:15][c:14]([N+:11](=[O:12])[O-:13])[cH:22][cH:21][cH:20]1)=[O:18]. The reactants are C1(=CC=CC=C1)SC1=C(C(=O)O)C=CC(=C1)C(F)(F)F (2-phenylsulphenyl-4-trifluoromethylbenzoic acid), S(=O)(Cl)Cl (thionyl chloride), ClC(C)Cl (dichloroethane). Run in CN(C=O)C (dimethylformamide). Yields the product C1(=CC=CC=C1)SC1=C(C(=O)OC)C=CC(=C1)C(F)(F)F (methyl 2-phenylsulphenyl-4-trifluoromethylbenzoate). RXN SMILES: [C:1]1([S:7][C:8]2[CH:16]=[C:15]([C:17]([F:20])([F:19])[F:18])[CH:14]=[CH:13][C:9]=2[C:10]([OH:12])=[O:11])[CH:6]=[CH:5][CH:4]=[CH:3][CH:2]=1.S(Cl)(Cl)=O.Cl[CH:26](Cl)C>CN(C)C=O>[C:1]1([S:7][C:8]2[CH:16]=[C:15]([C:17]([F:20])([F:18])[F:19])[CH:14]=[CH:13][C:9]=2[C:10]([O:12][CH3:26])=[O:11])[CH:2]=[CH:3][CH:4]=[CH:5][CH:6]=1. Reported procedure: A mixture of 2-phenylsulphenyl-4-trifluoromethylbenzoic acid (11.5 g), thionyl chloride (1 1.4 g), dimethylformamide (0.2 ml) and dichloroethane was heated at reflux for 90 minutes. The solution was then concentrated under reduced pressure and the residue was dissolved in methanol and heated at reflux for one hour. The resulting solution was poured into aqueous sodium bicarbonate and extracted with ether. The organic phase was dried over anhydrous sodium sulphate, filtered and evaporated. The re...